From a dataset of the Open Reaction Database (ORD), a public repository of structured organic reaction records. describe an organic reaction: reactants, conditions, products, and yield Starting materials: C(C)(C)(C)NS(=O)(=O)C=1SC(=CC1N)Cl (3-Amino-5-chlorothiophene-2-sulfonic acid tert-butylamide). The solvent is Cl (hydrochloric acid). The product is Cl.NC1=C(SC(=C1)Cl)S(=O)(=O)N (3-Amino-5-chlorothiophene-2-sulfonamide hydrochloride). Isolated yield 95.1%. Reaction SMILES: C([NH:5][S:6]([C:9]1[S:10][C:11]([Cl:15])=[CH:12][C:13]=1[NH2:14])(=[O:8])=[O:7])(C)(C)C>Cl>[ClH:15].[NH2:14][C:13]1[CH:12]=[C:11]([Cl:15])[S:10][C:9]=1[S:6]([NH2:5])(=[O:7])=[O:8] |f:2.3|. Procedure details: 3-Amino-5-chlorothiophene-2-sulfonic acid tert-butylamide (40.4 g) was heated with stirring at 50° C. to 60° C. in 200 ml of conc. hydrochloric acid for 2.5 h. The crude product was isolated from the cooled mixture by filtration, dried and purified by trituration with 60 ml of ether to afford 17.8 g (48%) of the title compound. 1H-NMR (DMSO-d6): δ 6.64 (s, 1H), 6.84 (very br., 5H). Reactants: C1(=C(C=CC=C1)C(=O)N1CC2CNCC2C1)C1=CC=CC=C1 (Biphenyl-2-yl-(hexahydro-pyrrolo[3,4-c]pyrrol-2-yl)-methanone), ClC1=NC=CC(=N1)C=1OC=CC1 (2-chloro-4-furan-2-yl-pyrimidine). The product is C1(=C(C=CC=C1)C(=O)N1CC2CN(CC2C1)C1=NC=CC(=N1)C=1OC=CC1)C1=CC=CC=C1 (2-(Biphenyl-2-ylcarbonyl)-5-(4-furan-2-ylpyrimidin-2-yl)octahydropyrrolo[3,4-c]pyrrole). RXN SMILES: [C:1]1([C:17]2[CH:22]=[CH:21][CH:20]=[CH:19][CH:18]=2)[CH:6]=[CH:5][CH:4]=[CH:3][C:2]=1[C:7]([N:9]1[CH2:16][CH:15]2[CH:11]([CH2:12][NH:13][CH2:14]2)[CH2:10]1)=[O:8].Cl[C:24]1[N:29]=[C:28]([C:30]2[O:31][CH:32]=[CH:33][CH:34]=2)[CH:27]=[CH:26][N:25]=1>>[C:1]1([C:17]2[CH:22]=[CH:21][CH:20]=[CH:19][CH:18]=2)[CH:6]=[CH:5][CH:4]=[CH:3][C:2]=1[C:7]([N:9]1[CH2:10][CH:11]2[CH:15]([CH2:14][N:13]([C:24]3[N:29]=[C:28]([C:30]4[O:31][CH:32]=[CH:33][CH:34]=4)[CH:27]=[CH:26][N:25]=3)[CH2:12]2)[CH2:16]1)=[O:8]. Reported procedure: The title compound was prepared in a manner analogous to Example 15 utilizing Intermediate 17 and 2-chloro-4-furan-2-yl-pyrimidine. MS (ESI) mass calcd. for C27H24N4O2, 436.52; m/z found, 437.2 [M+H]+. Starting materials: O=C([O-])[O-], C1CCNC1, CCOCC, COc1ccc(C(=O)CCCCl)c2c1CCCC2, CN(C)C=O, [I-], [K+], [K+], [K+]. The product is COc1ccc(C(=O)CCCN2CCCC2)c2c1CCCC2. RXN SMILES: [C:26](=[O:27])([O-:28])[O-:29].[CH2:19]1[CH2:20][CH2:21][NH:22][CH2:23]1.[CH2:37]([O:38][CH2:39][CH3:40])[CH3:41].[CH3:1][O:2][c:3]1[cH:4][cH:5][c:6]([C:13]([CH2:14][CH2:15][CH2:16][Cl:17])=[O:18])[c:7]2[c:12]1[CH2:11][CH2:10][CH2:9][CH2:8]2.[CH3:32][N:33]([CH3:34])[CH:35]=[O:36].[I-:25].[K+:24].[K+:30].[K+:31]>>[CH3:1][O:2][c:3]1[cH:4][cH:5][c:6]([C:13]([CH2:14][CH2:15][CH2:16][N:22]2[CH2:21][CH2:20][CH2:19][CH2:23]2)=[O:18])[c:7]2[c:12]1[CH2:11][CH2:10][CH2:9][CH2:8]2. Reactants: CC(C)=O, CS(=O)(=O)CCC1CN(C=O)c2ccccc21, Clc1ccc2c(C3=CCNCC3)c[nH]c2c1. Yields the product O=CN1CC(CCN2CC=C(c3c[nH]c4cc(Cl)ccc34)CC2)c2ccccc21. Reaction SMILES: [CH3:34][C:35](=[O:36])[CH3:37].[CH:1](=[O:2])[N:3]1[CH2:4][CH:5]([CH2:12][CH2:13][S:14]([CH3:15])(=[O:16])=[O:17])[c:6]2[cH:7][cH:8][cH:9][cH:10][c:11]21.[Cl:18][c:19]1[cH:20][cH:21][c:22]2[c:23]([C:28]3=[CH:33][CH2:32][NH:31][CH2:30][CH2:29]3)[cH:24][nH:25][c:26]2[cH:27]1>>[CH:1](=[O:2])[N:3]1[CH2:4][CH:5]([CH2:12][CH2:13][N:31]2[CH2:30][CH2:29][C:28]([c:23]3[c:22]4[cH:21][cH:20][c:19]([Cl:18])[cH:27][c:26]4[nH:25][cH:24]3)=[CH:33][CH2:32]2)[c:6]2[cH:7][cH:8][cH:9][cH:10][c:11]21. Reactants: C[SiH](C)C1C(=O)N(C(C)(C)C)C1SC(c1ccccc1)(c1ccccc1)c1ccccc1, [Li]CCCC, CCNCC, C1CCOC1, Cn1cc(C=O)cn1, CC(C)NC(C)C, [Cl-], ClC(Cl)Cl, [NH4+], O=C1CCN1. Yields the product Cn1cc(C(O)C2([SiH](C)C)C(=O)N(C(C)(C)C)C2SC(c2ccccc2)(c2ccccc2)c2ccccc2)cn1. RXN SMILES: [C:13]([CH3:14])([CH3:15])([CH3:16])[N:17]1[C:18](=[O:44])[CH:19]([SiH:41]([CH3:42])[CH3:43])[CH:20]1[S:21][C:22]([c:23]1[cH:24][cH:25][cH:26][cH:27][cH:28]1)([c:29]1[cH:30][cH:31][cH:32][cH:33][cH:34]1)[c:35]1[cH:36][cH:37][cH:38][cH:39][cH:40]1.[CH2:1]([Li:2])[CH2:3][CH2:4][CH3:5].[CH2:60]([NH:61][CH2:62][CH3:63])[CH3:64].[CH2:65]1[O:66][CH2:67][CH2:68][CH2:69]1.[CH:45](=[O:46])[c:47]1[cH:48][n:49][n:50]([CH3:52])[cH:51]1.[CH:6]([NH:7][CH:8]([CH3:9])[CH3:10])([CH3:11])[CH3:12].[Cl-:53].[Cl:70][CH:71]([Cl:72])[Cl:73].[NH4+:54].[NH:55]1[CH2:56][CH2:57][C:58]1=[O:59]>>[C:13]([CH3:14])([CH3:15])([CH3:16])[N:17]1[C:18](=[O:44])[C:19]([SiH:41]([CH3:42])[CH3:43])([CH:45]([OH:46])[c:47]2[cH:48][n:49][n:50]([CH3:52])[cH:51]2)[CH:20]1[S:21][C:22]([c:23]1[cH:24][cH:25][cH:26][cH:27][cH:28]1)([c:29]1[cH:30][cH:31][cH:32][cH:33][cH:34]1)[c:35]1[cH:36][cH:37][cH:38][cH:39][cH:40]1. Starting materials: N,N-dimethylaniline molybdate, Cl (HCl), [NH4+].[O-][Mo](=O)(=O)[O-].[O-][Mo](=O)(=O)[O-] (ammonium dimolybdate), CN(C1=CC=CC=C1)C (N,N-dimethylaniline), Cl (HCl). The solvent is O (water), O (water), O (water). The product is [Mo].CN(C1=CC=CC=C1)C (molybdenum N,N-dimethylaniline). As a reaction SMILES: Cl.[CH3:2][N:3]([CH3:10])[C:4]1[CH:9]=[CH:8][CH:7]=[CH:6][CH:5]=1.[NH4+].[O-][Mo:13]([O-])(=O)=O.[O-][Mo]([O-])(=O)=O>O>[Mo:13].[CH3:2][N:3]([CH3:10])[C:4]1[CH:9]=[CH:8][CH:7]=[CH:6][CH:5]=1 |f:2.3.4,6.7|. Reported procedure: N,N-dimethylaniline molybdate having a 2/1 molybdenum/N,N-dimethylaniline molar ratio was prepared in the presence of HCl as follows. 10 grams of N,N-dimethylaniline, 16.26 grams of a 37 wt.% aqueous HCl solution, and 250 ml water were dissolved together and heated to reflux in a 500 ml round-bottomed flask equipped with a water-cooled condenser. 28.05 grams of ammonium dimolybdate was dissolved in 52 ml hot water and then added to the first solution.